Task: describe an organic reaction: reactants, conditions, products, and yield. Dataset: the Open Reaction Database (ORD), a public repository of structured organic reaction records Reactants: CCOP(=O)(OCC)C(Cc1nc(Cc2ccccc2)c[nH]1)P(=O)(OCC)OCC, [Cl-], N, [NH4+], [Na]. The product is CCOP(=O)(OCC)C(Cc1ncc[nH]1)P(=O)(OCC)OCC. RXN SMILES: [CH2:1]([c:2]1[cH:3][cH:4][cH:5][cH:6][cH:7]1)[c:8]1[n:9][c:10]([CH2:13][CH:14]([P:15]([O:16][CH2:17][CH3:18])(=[O:19])[O:20][CH2:21][CH3:22])[P:23]([O:24][CH2:25][CH3:26])(=[O:27])[O:28][CH2:29][CH3:30])[nH:11][cH:12]1.[Cl-:32].[NH3:34].[NH4+:33].[Na:31]>>[cH:8]1[nH:9][c:10]([CH2:13][CH:14]([P:15]([O:16][CH2:17][CH3:18])(=[O:19])[O:20][CH2:21][CH3:22])[P:23]([O:24][CH2:25][CH3:26])(=[O:27])[O:28][CH2:29][CH3:30])[n:11][cH:12]1.